describe an organic reaction: reactants, conditions, products, and yield From a dataset of the Open Reaction Database (ORD), a public repository of structured organic reaction records. RXN SMILES: [CH2:1](O)[CH2:2][CH2:3][CH2:4][CH2:5][CH3:6]>[Br-].C([N+](CCCCCCCCCCCC)(C)C)CCCCCCCCCCC>[CH3:6][CH2:5][CH2:4][CH2:3][CH2:2][CH2:1][CH2:1][CH2:2][CH2:3][CH3:4] |f:1.2|. Procedure: Using the surfactant tridodecylmethylammonium chloride (TDAC) at a concentration of approximately 8%, hexanol at 10%, and the remainder octane, MOS2 particles are formed with an average diameter, as determined by lights-cattering and high-resolution transmission electron microscopy (HRTEM), of approximately 3.0 nm. In a solution using the surfactant didodecyldimethylammonium bromide (DDAB) at a concentration of approximately 10%, hexanol at 11%, and the remainder decane, MoS2 particles are forme... The reagents and catalysts are [Br-].C(CCCCCCCCCCC)[N+](C)(C)CCCCCCCCCCCC (didodecyldimethylammonium bromide). Yields the product CCCCCCCCCC (decane). The reactants are C(CCCCC)O (hexanol). Starting materials: 3, C(C)(C)C1=C(N)C(=CC=C1)C(C)C (2,6-diisopropylaniline), COC=1C=C(C=C(C1)C1=CC=CC=C1)C#N (5-methoxy-[1,1′-biphenyl]-3-carbonitrile), C(Cl)Cl (DCM), C[Al](C)C (Trimethylaluminum). The solvent is C1(=CC=CC=C1)C (toluene), CO (methanol), C1(=CC=CC=C1)C (toluene). Reaction conditions: time 2 hour. The product is C(C)(C)C1=C(C(=CC=C1)C(C)C)NC(=N)C=1C=C(C=C(C1)OC)C1=CC=CC=C1 (N-(2,6-diisopropylphenyl)-5-methoxy-[1,1′-biphenyl]-3-carboximidamide). Isolated yield 64.4%. RXN SMILES: [CH:1]([C:4]1[CH:10]=[CH:9][CH:8]=[C:7]([CH:11]([CH3:13])[CH3:12])[C:5]=1[NH2:6])([CH3:3])[CH3:2].C[Al](C)C.[CH3:18][O:19][C:20]1[CH:21]=[C:22]([C:32]#[N:33])[CH:23]=[C:24]([C:26]2[CH:31]=[CH:30][CH:29]=[CH:28][CH:27]=2)[CH:25]=1.C(Cl)Cl>C1(C)C=CC=CC=1.CO>[CH:11]([C:7]1[CH:8]=[CH:9][CH:10]=[C:4]([CH:1]([CH3:3])[CH3:2])[C:5]=1[NH:6][C:32]([C:22]1[CH:23]=[C:24]([C:26]2[CH:31]=[CH:30][CH:29]=[CH:28][CH:27]=2)[CH:25]=[C:20]([O:19][CH3:18])[CH:21]=1)=[NH:33])([CH3:13])[CH3:12]. Procedure: To a 500 mL 3 neck flask, 2,6-diisopropylaniline (4.99 g, 27.3 mmol) and 100 mL toluene were charged. The mixture was cooled down in ice bath. Trimethylaluminum (20.48 mL, 41.0 mmol) was added dropwise via additional funnel. The reaction mixture was stirring at RT for 2 hours. Then, to the mix, added 5-methoxy-[1,1′-biphenyl]-3-carbonitrile (6.0 g, 28.7 mmol) dissolved in 50 mL toluene. The reaction mixture was heated to 70° C. overnight under a nitrogen atmosphere. The reaction mixture was cool...